describe an organic reaction: reactants, conditions, products, and yield From a dataset of the Open Reaction Database (ORD), a public repository of structured organic reaction records. Reactants: CCNCC1CCN(C(=O)OC(C)(C)C)CC1, C1CCOC1, CS(=O)(=O)c1ccc(-c2noc3c(Cl)ncnc23)cc1, [H-], [Na+]. Yields the product CCN(CC1CCN(C(=O)OC(C)(C)C)CC1)c1ncnc2c(-c3ccc(S(C)(=O)=O)cc3)noc12. Reaction SMILES: [C:1]([CH3:2])([CH3:3])([CH3:4])[O:5][C:6](=[O:7])[N:8]1[CH2:9][CH2:10][CH:11]([CH2:14][NH:15][CH2:16][CH3:17])[CH2:12][CH2:13]1.[CH2:40]1[O:41][CH2:42][CH2:43][CH2:44]1.[Cl:20][c:21]1[c:22]2[c:23]([n:24][cH:25][n:26]1)[c:27](-[c:30]1[cH:31][cH:32][c:33]([S:36](=[O:37])(=[O:38])[CH3:39])[cH:34][cH:35]1)[n:28][o:29]2.[H-:19].[Na+:18]>>[C:1]([CH3:2])([CH3:3])([CH3:4])[O:5][C:6](=[O:7])[N:8]1[CH2:9][CH2:10][CH:11]([CH2:14][N:15]([CH2:16][CH3:17])[c:21]2[c:22]3[c:23]([n:24][cH:25][n:26]2)[c:27](-[c:30]2[cH:31][cH:32][c:33]([S:36](=[O:37])(=[O:38])[CH3:39])[cH:34][cH:35]2)[n:28][o:29]3)[CH2:12][CH2:13]1. The reactants are OCCCC[C@@H](C(=O)O)N1C(C=2C(C1=O)=CC=CC2)=O (6-Hydroxy-2(S)-phthalimidohexanoic acid), C([O-])([O-])=O.[Cs+].[Cs+] (cesium carbonate). Run in CO (methanol), O (water). Yields the product OCCCC[C@@H](C(=O)OCC1=CC=CC=C1)N1C(C=2C(C1=O)=CC=CC2)=O (benzyl 6-hydroxy-2(S)-phthalimidohexanoate). Isolated yield 198.6%. As a reaction SMILES: [OH:1][CH2:2][CH2:3][CH2:4][CH2:5][C@H:6]([N:10]1[C:14](=[O:15])[C:13]2=[CH:16][CH:17]=[CH:18][CH:19]=[C:12]2[C:11]1=[O:20])[C:7]([OH:9])=[O:8].C(=O)([O-])[O-].[Cs+].[Cs+]>CO.O>[OH:1][CH2:2][CH2:3][CH2:4][CH2:5][C@H:6]([N:10]1[C:11](=[O:20])[C:12]2=[CH:19][CH:18]=[CH:17][CH:16]=[C:13]2[C:14]1=[O:15])[C:7]([O:9][CH2:11][C:12]1[CH:13]=[CH:16][CH:17]=[CH:18][CH:19]=1)=[O:8] |f:1.2.3|. Procedure: 6-Hydroxy-2(S)-phthalimidohexanoic acid (5.0 g) was dissolved in a mixture of 90 ml of methanol and 9 ml of water. To this solution, an aqueous 0.5M cesium carbonate solution (18 ml) was added and the mixture stirred for a few minutes. Most of the methanol was removed in vacuo and the resulting aqueous residue was freeze-dried. The lyophilized material was dissolved in DMF (70 ml) and treated with 3.08 g of benzyl bromide. After stirring under nitrogen for 6 hours, the reaction mixture was dilut... Starting materials: C1(=CC=CC=C1)COC1=C(C(=O)Cl)C=C(C=C1)OCCCCCCCCCCCCCC (2-(phenylmethoxy)-5-(tetradecyloxy)benzoic acid chloride), N(CC(=O)OCC)CC(=O)OCC (diethyl iminodiacetate). Yields the product C(C)OC(CN(C(C1=C(C=CC(=C1)OCCCCCCCCCCCCCC)OCC1=CC=CC=C1)=O)CC(=O)OCC)=O (N-(2-ethoxy-2-oxoethyl)-N-[5-(tetradecyloxy)-2-(phenylmethoxy)benzoyl]glycine ethyl ester). Yield: 82.0%. RXN SMILES: [C:1]1([CH2:7][O:8][C:9]2[CH:17]=[CH:16][C:15]([O:18][CH2:19][CH2:20][CH2:21][CH2:22][CH2:23][CH2:24][CH2:25][CH2:26][CH2:27][CH2:28][CH2:29][CH2:30][CH2:31][CH3:32])=[CH:14][C:10]=2[C:11](Cl)=[O:12])[CH:6]=[CH:5][CH:4]=[CH:3][CH:2]=1.[NH:33]([CH2:40][C:41]([O:43][CH2:44][CH3:45])=[O:42])[CH2:34][C:35]([O:37][CH2:38][CH3:39])=[O:36]>>[CH2:38]([O:37][C:35](=[O:36])[CH2:34][N:33]([CH2:40][C:41]([O:43][CH2:44][CH3:45])=[O:42])[C:11](=[O:12])[C:10]1[CH:14]=[C:15]([O:18][CH2:19][CH2:20][CH2:21][CH2:22][CH2:23][CH2:24][CH2:25][CH2:26][CH2:27][CH2:28][CH2:29][CH2:30][CH2:31][CH3:32])[CH:16]=[CH:17][C:9]=1[O:8][CH2:7][C:1]1[CH:6]=[CH:5][CH:4]=[CH:3][CH:2]=1)[CH3:39]. Procedure details: The reaction of 2-(phenylmethoxy)-5-(tetradecyloxy)benzoic acid chloride with diethyl iminodiacetate under conditions described in Example 80 gave N-(2-ethoxy-2-oxoethyl)-N-[5-(tetradecyloxy)-2-(phenylmethoxy)benzoyl]glycine ethyl ester (82% yield, mp 49°-50°). Starting materials: C1(=CC=CC=C1)N1N=C(C=C1)NC1=CC=C(C=C1)O (4-(1-phenyl-1H-pyrazol-3-yl)aminophenol), C(C)(=O)OC(C)=O (acetic anhydride), S(O)(O)(=O)=O (sulphuric acid). The solvent is O (water). Reaction conditions: temperature 100 celsius. The product is C(C)(=O)OC1=CC=C(C=C1)NC1=NN(C=C1)C1=CC=CC=C1 (4-[1-Phenyl-1H-pyrazol-3-yl]aminophenyl ethanoate). The yield is 85.7%. Reaction SMILES: [C:1]1([N:7]2[CH:11]=[CH:10][C:9]([NH:12][C:13]3[CH:18]=[CH:17][C:16]([OH:19])=[CH:15][CH:14]=3)=[N:8]2)[CH:6]=[CH:5][CH:4]=[CH:3][CH:2]=1.[C:20](OC(=O)C)(=[O:22])[CH3:21].S(=O)(=O)(O)O>O>[C:20]([O:19][C:16]1[CH:15]=[CH:14][C:13]([NH:12][C:9]2[CH:10]=[CH:11][N:7]([C:1]3[CH:2]=[CH:3][CH:4]=[CH:5][CH:6]=3)[N:8]=2)=[CH:18][CH:17]=1)(=[O:22])[CH3:21]. Procedure: A mixture of 4-(1-phenyl-1H-pyrazol-3-yl)aminophenol (2.0 g), acetic anhydride (4 g) and sulphuric acid (0.2 g) was heated at 100° C. on the steam bath for 15 minutes, water was added and the product was collected by filtration and dried to give the sub-title compound (2.0 g) as a brown solid. Starting materials: Fc1ccc(CCBr)cc1, OCCC1CCNCC1. Yields the product OCCC1CCN(CCc2ccc(F)cc2)CC1. RXN SMILES: [F:10][c:11]1[cH:12][cH:13][c:14]([CH2:15][CH2:16][Br:17])[cH:18][cH:19]1.[NH:1]1[CH2:2][CH2:3][CH:4]([CH2:7][CH2:8][OH:9])[CH2:5][CH2:6]1>>[N:1]1([CH2:16][CH2:15][c:14]2[cH:13][cH:12][c:11]([F:10])[cH:19][cH:18]2)[CH2:2][CH2:3][CH:4]([CH2:7][CH2:8][OH:9])[CH2:5][CH2:6]1. Reactants: C1CCOC1, Cl, COC(=O)C1CC2CN1C(=O)C(C(C)C)Nc1nnc(o1)CCCCCc1ccc3c(I)cnc(c3c1)O2, [Li+], [OH-], O. The product is CC(C)C1Nc2nnc(o2)CCCCCc2ccc3c(I)cnc(c3c2)OC2CC(C(=O)O)N(C2)C1=O. Reaction SMILES: [CH2:42]1[O:43][CH2:44][CH2:45][CH2:46]1.[ClH:41].[I:1][c:2]1[c:3]2[cH:4][cH:5][c:6]3[cH:28][c:27]2[c:24]([n:25][cH:26]1)[O:23][CH:22]1[CH2:21][CH:20]([C:30](=[O:31])[O:32][CH3:33])[N:19]([C:18](=[O:34])[CH:17]([CH:35]([CH3:36])[CH3:37])[NH:16][c:15]2[n:14][n:13][c:12]([o:38]2)[CH2:11][CH2:10][CH2:9][CH2:8][CH2:7]3)[CH2:29]1.[Li+:40].[OH-:39].[OH2:47]>>[I:1][c:2]1[c:3]2[cH:4][cH:5][c:6]3[cH:28][c:27]2[c:24]([n:25][cH:26]1)[O:23][CH:22]1[CH2:21][CH:20]([C:30](=[O:31])[OH:32])[N:19]([C:18](=[O:34])[CH:17]([CH:35]([CH3:36])[CH3:37])[NH:16][c:15]2[n:14][n:13][c:12]([o:38]2)[CH2:11][CH2:10][CH2:9][CH2:8][CH2:7]3)[CH2:29]1. The reactants are CCOC(=O)CCc1ccc(-c2ccccc2F)nc1, CCO, [Na+], [OH-]. As a reaction SMILES: [CH2:1]([CH3:2])[O:3][C:4]([CH2:5][CH2:6][c:7]1[cH:8][n:9][c:10](-[c:13]2[c:14]([F:19])[cH:15][cH:16][cH:17][cH:18]2)[cH:11][cH:12]1)=[O:20].[CH3:23][CH2:24][OH:25].[Na+:22].[OH-:21]>>[O:3]=[C:4]([CH2:5][CH2:6][c:7]1[cH:8][n:9][c:10](-[c:13]2[c:14]([F:19])[cH:15][cH:16][cH:17][cH:18]2)[cH:11][cH:12]1)[OH:20]. Product: O=C(O)CCc1ccc(-c2ccccc2F)nc1.